Dataset: the Open Reaction Database (ORD), a public repository of structured organic reaction records. Task: describe an organic reaction: reactants, conditions, products, and yield Reactants: COC(C1=CC=C(C=C1)O)OC (4-dimethoxymethyl phenol), C(C(=C)C)(=O)OCC1CO1 (glycidyl methacrylate). Reagents/catalysts: [Cl-].C(C1=CC=CC=C1)[N+](CCCC)(CCCC)CCCC (benzyl tributyl ammonium chloride). Reaction conditions: temperature 80 celsius. The product is C(C(=C)C)(=O)OCC(COC1=CC=C(C=C1)C(OC)OC)O (2-Hydroxy-3-(4-dimethoxymethylphenoxy)propyl methacrylate). Reaction SMILES: [CH3:1][O:2][CH:3]([O:11][CH3:12])[C:4]1[CH:9]=[CH:8][C:7]([OH:10])=[CH:6][CH:5]=1.[C:13]([O:18][CH2:19][CH:20]1[O:22][CH2:21]1)(=[O:17])[C:14]([CH3:16])=[CH2:15]>[Cl-].C([N+](CCCC)(CCCC)CCCC)C1C=CC=CC=1>[C:13]([O:18][CH2:19][CH:20]([OH:22])[CH2:21][O:10][C:7]1[CH:8]=[CH:9][C:4]([CH:3]([O:11][CH3:12])[O:2][CH3:1])=[CH:5][CH:6]=1)(=[O:17])[C:14]([CH3:16])=[CH2:15] |f:2.3|. Procedure details: In a 500 ml. 4-neck flask fitted with a mechanical stirrer, thermometer, condenser and a vented nitrogen bubbler were placed 84 g. 4-dimethoxymethyl phenol (0.5 mole), 71 g. glycidyl methacrylate (GMA) (0.5 mole), and 1.5 g. benzyl tributyl ammonium chloride (0.005 mole). The apparatus was flushed with air for 5 minutes and the solution was then heated to 80° C. for 5 hours. The progress of the reaction was followed from disappearance of the GMA. Gas chromatographic analysis of the reaction mixt... The reactants are O.O.[Sn](Cl)Cl (tin(II) chloride dihydrate), [4-(2-formyl-1H-pyrrole-1-yl)methyl]-3-nitro, CC1=C(C=CC(=C1)C(=O)N1CC=2N(CC3=C1C=C(C=C3)C(=O)OC)C=CC2)C2=C(C=CC=C2)C(F)(F)F (Methyl 10-{[2-methyl-2′-trifluoromethyl-[1,1′-biphenyl]-4-yl]carbonyl}-10,11-dihydro-5H-pyrrolo[2,1-c][1.4]benzodiazepine-8-carboxylate), CO (Methanol). The solvent is Cl (hydrochloric acid). Reaction conditions: temperature 40 celsius, time 2 hour. Product: COC(=O)C1=CC2=C(CN3C(CN2)=CC=C3)C=C1 (10,11-Dihydro-5H-pyrrolo[2,1-c][1,4]benzodiazepine-8-carboxylic acid methyl ester). The yield is 426.9%. As a reaction SMILES: O.O.[Sn](Cl)Cl.CC1C=C(C([N:15]2[C:21]3[CH:22]=[C:23]([C:26]([O:28][CH3:29])=[O:27])[CH:24]=[CH:25][C:20]=3[CH2:19][N:18]3[CH:30]=[CH:31][CH:32]=[C:17]3[CH2:16]2)=O)C=CC=1C1C=CC=CC=1C(F)(F)F.CO>Cl>[CH3:29][O:28][C:26]([C:23]1[CH:24]=[CH:25][C:20]2[CH2:19][N:18]3[CH:30]=[CH:31][CH:32]=[C:17]3[CH2:16][NH:15][C:21]=2[CH:22]=1)=[O:27] |f:0.1.2|. Reported procedure: To a stirred solution of tin(II) chloride dihydrate (23 g, 3.5 eq) in 2 N hydrochloric acid (106 mL) was added the [4-(2-formyl-1H-pyrrole-1-yl)methyl]-3-nitro]-benzoic acid methyl ester of Step A (8 g). Methanol (200 mL) was then added to this solution and the reaction mixture was stirred at 40° C. for 2 hours. The reaction was then cooled to room temperature, quenched by the addition of saturated aqueous sodium carbonate (20 mL) and filtered through Celite. The filter pad was washed with metha... Reactants: ClC=1C=CN=C2C=CC(=NC12)C (8-chloro-2-methyl-[1,5]naphthyridine), C(C)(C)O (isopropanol), ice water. Solvent: C1CCOC1 (THF), C1CCOC1 (THF). Conditions: temperature -20 celsius, time 2 hour. Yields the product C(C)(C)OC=1C=CN=C2C=CC(=NC12)C (8-isopropoxy-2-methyl-[1,5]naphthyridine). The yield is 25.0%. As a reaction SMILES: [CH:1]([OH:4])([CH3:3])[CH3:2].Cl[C:6]1[CH:7]=[CH:8][N:9]=[C:10]2[C:15]=1[N:14]=[C:13]([CH3:16])[CH:12]=[CH:11]2>C1COCC1>[CH:1]([O:4][C:6]1[CH:7]=[CH:8][N:9]=[C:10]2[C:15]=1[N:14]=[C:13]([CH3:16])[CH:12]=[CH:11]2)([CH3:3])[CH3:2]. Procedure: To a 100 mL flask placed with KH (30%, 2.7 g, 20.15 mmol, pre-washed with nHex) was added a solution of anhydrous isopropanol (2.04 g, 33.59 mmol) in anhydrous THF (15 mL) at room temperature under argon. The reaction mixture was cooled to −20° C. 8-chloro-2-methyl-[1,5]naphthyridine (1.20 g, 6.72 mmol) in THF (20 mL) was added dropwise and the reaction mixture was stirred at −20° C. to r.t for 2 hrs. The reaction mixture was poured into 20 mL ice-water and extracted with AcOEt (100 mL×3). The c... The reactants are C(=O)(O)[O-].[Na+] (NaHCO3), BrC1=C2CCN(CC2=CC=C1)CC(C)=O (1-(5-bromo-3,4-dihydroisoquinolin-2(1H)-yl)propan-2-one), C(C)N(CC)S(F)(F)F (diethylamino sulfur trifluoride), [F-].[Cs+] (cesium fluoride). The reagents and catalysts are C(=O)(C(F)(F)F)O (TFA). The solvent is C(Cl)Cl (DCM). Run at time 18 hour. The product is BrC1=C2CCN(CC2=CC=C1)CC(C)(F)F (5-Bromo-2-(2,2-difluoropropyl)-1,2,3,4-tetrahydroisoquinoline). RXN SMILES: [Br:1][C:2]1[CH:11]=[CH:10][CH:9]=[C:8]2[C:3]=1[CH2:4][CH2:5][N:6]([CH2:12][C:13](=O)[CH3:14])[CH2:7]2.C(N(S(F)(F)[F:22])CC)C.[F-:25].[Cs+].C([O-])(O)=O.[Na+]>C(Cl)Cl.C(O)(C(F)(F)F)=O>[Br:1][C:2]1[CH:11]=[CH:10][CH:9]=[C:8]2[C:3]=1[CH2:4][CH2:5][N:6]([CH2:12][C:13]([F:22])([F:25])[CH3:14])[CH2:7]2 |f:2.3,4.5|. Procedure details: To a solution of 1-(5-bromo-3,4-dihydroisoquinolin-2(1H)-yl)propan-2-one (962 mg, 3.59 mmol), diethylamino sulfur trifluoride (1.74 g, 10.8 ml) in DCM (12 ml) is added cesium fluoride (151 mg, 1 mmol) in small portions, then a few drops of TFA at room temperature. The mixture is stirred for 18 hours at room temperature. To this solution is added saturated aqueous NaHCO3 to quench the reaction. The aqueous layer is extracted with DCM (50 ml×3). The combined organic layers are washed with water, b... The reactants are CC(C)(C)[SiH2]OC(C)(C)c1cc(CN)ccc1Cl, CCC(=O)Cl, CCN(C(C)C)C(C)C, ClCCl. The product is CCC(=O)NCc1ccc(Cl)c(C(C)(C)O[SiH2]C(C)(C)C)c1. RXN SMILES: [C:15]([CH3:16])([CH3:17])([CH3:18])[SiH2:19][O:20][C:21]([c:22]1[cH:23][c:24]([CH2:25][NH2:26])[cH:27][cH:28][c:29]1[Cl:30])([CH3:31])[CH3:32].[C:1]([CH2:2][CH3:3])(=[O:4])[Cl:5].[CH:6]([N:7]([CH2:8][CH3:9])[CH:10]([CH3:11])[CH3:12])([CH3:13])[CH3:14].[Cl:33][CH2:34][Cl:35]>>[C:1]([CH2:2][CH3:3])(=[O:4])[NH:26][CH2:25][c:24]1[cH:23][c:22]([C:21]([O:20][SiH2:19][C:15]([CH3:16])([CH3:17])[CH3:18])([CH3:31])[CH3:32])[c:29]([Cl:30])[cH:28][cH:27]1.